describe an organic reaction: reactants, conditions, products, and yield From a dataset of the Open Reaction Database (ORD), a public repository of structured organic reaction records. RXN SMILES: [C:40](#[N:41])[CH3:42].[Li+:31].[NH2:1][C:2](=[S:3])[NH:4][c:5]1[cH:6][c:7]([C:11](=[O:12])[NH:13][CH2:14][C:15](=[O:16])[NH:17][CH:18]([CH2:19][C:20](=[O:21])[O:22][CH2:23][CH3:24])[c:25]2[cH:26][cH:27][cH:28][cH:29][cH:30]2)[cH:8][cH:9][cH:10]1.[OH-:32].[OH2:43].[OH:33][C:34]([C:35]([F:36])([F:37])[F:38])=[O:39]>>[NH2:1][C:2](=[S:3])[NH:4][c:5]1[cH:6][c:7]([C:11](=[O:12])[NH:13][CH2:14][C:15](=[O:16])[NH:17][CH:18]([CH2:19][C:20](=[O:21])[OH:22])[c:25]2[cH:26][cH:27][cH:28][cH:29][cH:30]2)[cH:8][cH:9][cH:10]1. Yields the product NC(=S)Nc1cccc(C(=O)NCC(=O)NC(CC(=O)O)c2ccccc2)c1. Reactants: CC#N, [Li+], CCOC(=O)CC(NC(=O)CNC(=O)c1cccc(NC(N)=S)c1)c1ccccc1, [OH-], O, O=C(O)C(F)(F)F.